From a dataset of the Open Reaction Database (ORD), a public repository of structured organic reaction records. describe an organic reaction: reactants, conditions, products, and yield Starting materials: CS(=O)(=O)O, COCCOC, [H-], [Na+], O, OCCOCc1ccccc1, OCCc1ccccn1. The product is c1ccc(COCCOCCc2ccccn2)cc1. RXN SMILES: [CH3:12][S:13]([OH:14])(=[O:15])=[O:16].[CH3:29][O:30][CH2:31][CH2:32][O:33][CH3:34].[H-:1].[Na+:2].[OH2:28].[c:17]1([CH2:23][O:24][CH2:25][CH2:26][OH:27])[cH:18][cH:19][cH:20][cH:21][cH:22]1.[n:3]1[c:4]([CH2:9][CH2:10][OH:11])[cH:5][cH:6][cH:7][cH:8]1>>[n:3]1[c:4]([CH2:9][CH2:10][O:11][CH2:26][CH2:25][O:24][CH2:23][c:17]2[cH:18][cH:19][cH:20][cH:21][cH:22]2)[cH:5][cH:6][cH:7][cH:8]1. The reactants are O=C(CC(=O)OCC)C1=CC=NC=C1 (ethyl 3-oxo-3-(4-pyridyl)propionate), [H-].[Na+] (sodium hydride), FC(C1=CC=C(CBr)C=C1)(F)F (4-trifluoromethylbenzyl bromide), O (water). Solvent: COCCOC (1,2-dimethoxyethane), COCCOC (1,2-dimethoxyethane). Run at time 30 minute. Product: O=C(C(C(=O)OCC)CC1=CC=C(C=C1)C(F)(F)F)C1=CC=NC=C1 (ethyl 3-oxo-3-(4-pyridyl)-2-((4-(trifluoromethyl)phenyl)methyl)propionate). The yield is 43.1%. As a reaction SMILES: [O:1]=[C:2]([C:9]1[CH:14]=[CH:13][N:12]=[CH:11][CH:10]=1)[CH2:3][C:4]([O:6][CH2:7][CH3:8])=[O:5].[H-].[Na+].[F:17][C:18]([F:28])([F:27])[C:19]1[CH:26]=[CH:25][C:22]([CH2:23]Br)=[CH:21][CH:20]=1.O>COCCOC>[O:1]=[C:2]([C:9]1[CH:14]=[CH:13][N:12]=[CH:11][CH:10]=1)[CH:3]([CH2:23][C:22]1[CH:21]=[CH:20][C:19]([C:18]([F:17])([F:27])[F:28])=[CH:26][CH:25]=1)[C:4]([O:6][CH2:7][CH3:8])=[O:5] |f:1.2|. Procedure: To a solution of ethyl 3-oxo-3-(4-pyridyl)propionate (13.9 g, 72.0 mmol) in 1,2-dimethoxyethane (100 ml) was added sodium hydride (60% in oil, 2.88 g, 72.0 mmol) under ice-cooling, and the mixture was stirred at room temperature for 30 min. To the reaction solution was dropwise added a solution of 4-trifluoromethylbenzyl bromide (17.2 g, 72.0 mmol) in 1,2-dimethoxyethane (50 ml), and the mixture was stirred at room temperature for 4 hrs. The reaction solution was poured into water (300 ml), and ...